From a dataset of the Open Reaction Database (ORD), a public repository of structured organic reaction records. describe an organic reaction: reactants, conditions, products, and yield Reactants: ClC(Cl)Cl, Cc1ccc(S(=O)(=O)N(C)c2ccc(Cl)cc2C(=O)O)cc1, O=S(Cl)Cl. Yields the product Cc1ccc(S(=O)(=O)N(C)c2ccc(Cl)cc2CO)cc1. As a reaction SMILES: [CH:27]([Cl:28])([Cl:29])[Cl:30].[Cl:1][c:2]1[cH:3][cH:4][c:5]([N:11]([S:12](=[O:13])(=[O:14])[c:15]2[cH:16][cH:17][c:18]([CH3:21])[cH:19][cH:20]2)[CH3:22])[c:6]([C:7](=[O:8])[OH:9])[cH:10]1.[S:23]([Cl:24])([Cl:25])=[O:26]>>[Cl:1][c:2]1[cH:3][cH:4][c:5]([N:11]([S:12](=[O:13])(=[O:14])[c:15]2[cH:16][cH:17][c:18]([CH3:21])[cH:19][cH:20]2)[CH3:22])[c:6]([CH2:7][OH:8])[cH:10]1.